The task is: describe an organic reaction: reactants, conditions, products, and yield. This data is from the Open Reaction Database (ORD), a public repository of structured organic reaction records. Procedure details: To a solution of 5-androstene-3β,17β,19-triol 3,19-diacetate in methanol is added one equivalent of an aqueous 2% solution of potassium bicarbonate. The mixture is heated at its reflux temperature for a period of about 2 hours, concentrated to a small volume under reduced pressure and ether added thereto. The ethereal solution is separated, washed with water, dried over magnesium sulfate and evaporated in vacuo. The residue so obtained is crystallized from an acetone-hexane solution to furnish t... Yields the product C(C)(=O)OC[C@]12CC[C@@H](CC1=CC[C@H]1[C@@H]3CC[C@@H]([C@@]3(C)CC[C@H]21)O)O (5-androstene-3β,17β,19-triol 19-acetate). Reaction SMILES: C([O:4][C@H:5]1[CH2:22][CH2:21][C@@:20]2([CH2:23][O:24][C:25](=[O:27])[CH3:26])[C:7](=[CH:8][CH2:9][C@@H:10]3[C@@H:19]2[CH2:18][CH2:17][C@@:15]2([CH3:16])[C@H:11]3[CH2:12][CH2:13][C@@H:14]2[OH:28])[CH2:6]1)(=O)C.C(=O)(O)[O-].[K+]>CO>[C:25]([O:24][CH2:23][C@@:20]12[C@@H:19]3[C@H:10]([C@H:11]4[C@@:15]([CH2:17][CH2:18]3)([CH3:16])[C@@H:14]([OH:28])[CH2:13][CH2:12]4)[CH2:9][CH:8]=[C:7]1[CH2:6][C@@H:5]([OH:4])[CH2:22][CH2:21]2)(=[O:27])[CH3:26] |f:1.2|. The reactants are C(C)(=O)O[C@@H]1CC2=CC[C@H]3[C@@H]4CC[C@@H]([C@@]4(C)CC[C@@H]3[C@]2(CC1)COC(C)=O)O (5-androstene-3β,17β,19-triol 3,19-diacetate), solution, C([O-])(O)=O.[K+] (potassium bicarbonate). The solvent is CO (methanol). Starting materials: CCOC(=O)C(=O)N(CCCOCC#Cc1cncs1)C(C)(C)C, Cl, [K+], C1COCCO1, [OH-], O. The product is CC(C)(C)N(CCCOCC#Cc1cncs1)C(=O)C(=O)O. RXN SMILES: [C:1]([CH3:2])([CH3:3])([CH3:4])[N:5]([C:6]([C:7](=[O:8])[O:9][CH2:10][CH3:11])=[O:12])[CH2:13][CH2:14][CH2:15][O:16][CH2:17][C:18]#[C:19][c:20]1[cH:21][n:22][cH:23][s:24]1.[ClH:27].[K+:26].[O:28]1[CH2:29][CH2:30][O:31][CH2:32][CH2:33]1.[OH-:25].[OH2:34]>>[C:1]([CH3:2])([CH3:3])([CH3:4])[N:5]([C:6]([C:7](=[O:8])[OH:9])=[O:12])[CH2:13][CH2:14][CH2:15][O:16][CH2:17][C:18]#[C:19][c:20]1[cH:21][n:22][cH:23][s:24]1.